Dataset: the Open Reaction Database (ORD), a public repository of structured organic reaction records. Task: describe an organic reaction: reactants, conditions, products, and yield The reactants are BrC=1C=C(C2=C3N([C@H](CO2)C2=NC=CC=C2)C(NC13)=O)C=1C(=NOC1C)C ((4S)-9-bromo-7-(3,5-dimethylisoxazol-4-yl)-4-pyridin-2-yl-4,5-dihydroimidazo[1,5,4-de][1,4]benzoxazin-2(1H)-one), CC1(OB(OC1(C)C)C=C)C (4,4,5,5-tetramethyl-2-vinyl-1,3,2-dioxaborolane), ClCCl (dichloromethane), C([O-])([O-])=O.[K+].[K+] (potassium carbonate). The reagents and catalysts are C1=CC=C(C=C1)P([C-]2C=CC=C2)C3=CC=CC=C3.C1=CC=C(C=C1)P([C-]2C=CC=C2)C3=CC=CC=C3.Cl[Pd]Cl.[Fe+2] ([1,1′-bis(diphenylphosphino)ferrocene]dichloropalladium(II)). The solvent is O1CCOCC1 (1,4-dioxane), O (water), O (water). Run at temperature 80 celsius. The product is CC1=NOC(=C1C1=CC(=C2C=3N([C@H](COC31)C3=NC=CC=C3)C(N2)=O)C=C)C ((4S)-7-(3,5-Dimethylisoxazol-4-yl)-4-pyridin-2-yl-9-vinyl-4,5-dihydroimidazo[1,5,4-de][1,4]benzoxazin-2(1H)-one). The yield is 64.3%. As a reaction SMILES: Br[C:2]1[CH:3]=[C:4]([C:21]2[C:22]([CH3:27])=[N:23][O:24][C:25]=2[CH3:26])[C:5]2[O:10][CH2:9][C@H:8]([C:11]3[CH:16]=[CH:15][CH:14]=[CH:13][N:12]=3)[N:7]3[C:17](=[O:20])[NH:18][C:19]=1[C:6]=23.[CH3:28][C:29]1(C)C(C)(C)OB(C=C)O1.ClCCl.C(=O)([O-])[O-].[K+].[K+]>O1CCOCC1.O.C1C=CC(P(C2C=CC=CC=2)[C-]2C=CC=C2)=CC=1.C1C=CC(P(C2C=CC=CC=2)[C-]2C=CC=C2)=CC=1.Cl[Pd]Cl.[Fe+2]>[CH3:27][C:22]1[C:21]([C:4]2[C:5]3[O:10][CH2:9][C@H:8]([C:11]4[CH:16]=[CH:15][CH:14]=[CH:13][N:12]=4)[N:7]4[C:17](=[O:20])[NH:18][C:19]([C:6]=34)=[C:2]([CH:28]=[CH2:29])[CH:3]=2)=[C:25]([CH3:26])[O:24][N:23]=1 |f:3.4.5,8.9.10.11|. Procedure: A mixture of (4S)-9-bromo-7-(3,5-dimethylisoxazol-4-yl)-4-pyridin-2-yl-4,5-dihydroimidazo[1,5,4-de][1,4]benzoxazin-2(1H)-one (3.00 g, 7.02 mmol), 4,4,5,5-tetramethyl-2-vinyl-1,3,2-dioxaborolane (2.14 mL, 12.6 mmol), [1,1′-bis(diphenylphosphino)ferrocene]dichloropalladium(II), complex with dichloromethane (1:1) (570 mg, 0.70 mmol) and potassium carbonate (2.90 g, 21 mmol) in 1,4-dioxane (40 mL) and water (20 mL) was heated at 80° C. for 1 h. The mixture was then poured over water and extracted wi... Reactants: NC1=CC=C(OC2=NC3=C(N2C)C=CC=C3)C=C1 (2-(4'-aminophenoxy)-1-methylbenzimidazole), ClC(S(=O)(=O)[SH-]C([S-])=S)(Cl)Cl (trichloromethane-sulphonyl-trithiocarbonate). Solvent: O (water). Yields the product N(=C=S)C1=CC=C(OC2=NC3=C(N2C)C=CC=C3)C=C1 (2-(4'-isothiocyanophenoxy)-1-Methylbenzimidazole). Reaction SMILES: [NH2:1][C:2]1[CH:18]=[CH:17][C:5]([O:6][C:7]2[N:11]([CH3:12])[C:10]3[CH:13]=[CH:14][CH:15]=[CH:16][C:9]=3[N:8]=2)=[CH:4][CH:3]=1.Cl[C:20](Cl)(Cl)[S:21]([SH-]C(=S)[S-])(=O)=O>O>[N:1]([C:2]1[CH:3]=[CH:4][C:5]([O:6][C:7]2[N:11]([CH3:12])[C:10]3[CH:13]=[CH:14][CH:15]=[CH:16][C:9]=3[N:8]=2)=[CH:17][CH:18]=1)=[C:20]=[S:21]. Procedure: An amount of 4.8 g of 2-(4'-aminophenoxy)-1-methylbenzimidazole is stirred with 2.3 g of bis-(trichloromethane-sulphonyl-trithiocarbonate in 25 ml of water for 24 hours at room temperature. The precipitate is separated, washed with sodium bicarbonate solution, and taken up in chloroform. After drying and distillation of the chloroform solution, the residue is boiled out with cyclohexane, filtered hot, and the filtrate diluted with petroleum ether. The 2-(4'-isothiocyanophenoxy)-1-methylbenzimida... Reactants: Cl (hydrochloric acid), C1(=CC=CC=C1)C1(C(C2=C(C(=C(C=C2C1)O)Cl)Cl)=O)C1=CC=CC=C1 (2,2-diphenyl-5-hydroxy-6,7-dichloro-1-indanone), C([O-])([O-])=O.[K+].[K+] (potassium carbonate), BrCC(=O)OCC (ethyl bromoacetate), [OH-].[Na+] (sodium hydroxide). Solvent: O (water), CN(C=O)C (dimethylformamide), O (water). Conditions: temperature 90 celsius. Yields the product O=C1C(CC2=CC(=C(C(=C12)Cl)Cl)OCC(=O)O)(C1=CC=CC=C1)C1=CC=CC=C1 ((1-Oxo-2,2-diphenyl-6,7-dichloro-5-indanyloxy)acetic acid). As a reaction SMILES: [C:1]1([C:7]2([C:20]3[CH:25]=[CH:24][CH:23]=[CH:22][CH:21]=3)[CH2:15][C:14]3[C:9](=[C:10]([Cl:18])[C:11]([Cl:17])=[C:12]([OH:16])[CH:13]=3)[C:8]2=[O:19])[CH:6]=[CH:5][CH:4]=[CH:3][CH:2]=1.C(=O)([O-])[O-].[K+].[K+].Br[CH2:33][C:34]([O:36]CC)=[O:35].[OH-].[Na+].Cl>CN(C)C=O.O>[O:19]=[C:8]1[C:9]2[C:14](=[CH:13][C:12]([O:16][CH2:33][C:34]([OH:36])=[O:35])=[C:11]([Cl:17])[C:10]=2[Cl:18])[CH2:15][C:7]1([C:1]1[CH:2]=[CH:3][CH:4]=[CH:5][CH:6]=1)[C:20]1[CH:21]=[CH:22][CH:23]=[CH:24][CH:25]=1 |f:1.2.3,5.6|. Reported procedure: A stirred mixture of 2,2-diphenyl-5-hydroxy-6,7-dichloro-1-indanone (4.9 g., 0.0133 mole), potassium carbonate (3.68 g., 0.0266 mole) and ethyl bromoacetate (4.45 g., 0.0266 mole) in dimethylformamide (150 ml.) is warmed at 55°-60° C. for 3.5 hours, then treated with water (150 ml.)-10N sodium hydroxide solution (7.5 ml., 0.075 mole) and heated at 90° C. for 1.5 hrs. The reaction mixture is added slowly to water (1 l.)-12N hydrochloric acid (30 ml.) to precipitate 3.60 g. of (1-oxo-2,2-diphenyl-... Starting materials: CN(C1=NN2C(C=C(C=C2)NC(OC(C)(C)C)=O)=N1)C (tert-butyl 2-(dimethylamino)-[1,2,4]triazolo[1,5-a]pyridin-7-ylcarbamate), Cl (hydrochloric acid). Run in ClCCl (dichloromethane). Conditions: time 18 hour. The product is CN(C1=NN2C(C=C(C=C2)N)=N1)C (N2,N2-dimethyl-[1,2,4]triazolo[1,5-a]pyridine-2,7-diamine). Isolated yield 63.2%. As a reaction SMILES: [CH3:1][N:2]([CH3:20])[C:3]1[N:19]=[C:6]2[CH:7]=[C:8]([NH:11]C(=O)OC(C)(C)C)[CH:9]=[CH:10][N:5]2[N:4]=1.Cl>ClCCl>[CH3:1][N:2]([CH3:20])[C:3]1[N:19]=[C:6]2[CH:7]=[C:8]([NH2:11])[CH:9]=[CH:10][N:5]2[N:4]=1. Reported procedure: A mixture of tert-butyl 2-(dimethylamino)-[1,2,4]triazolo[1,5-a]pyridin-7-ylcarbamate (1.8 g, 6.49 mmol) in dichloromethane (15 ml) and hydrochloric acid (5N in diethyl ether, 50 ml, 250 mmol) is stirred for 18 hours at room temperature. The solvent is evaporated and the residue dissolved in water (100 ml), made basic with 32% aqueous sodium hydroxide and extracted twice with ethyl acetate. The combined organic layers are washed with water, dried with magnesium sulfate and the solvent is evapora... Starting materials: CC(C)C(=O)Nc1cccc(C2CCNCC2)c1, O=C(CCCCCl)c1ccc(F)cc1. Yields the product CC(C)C(=O)Nc1cccc(C2CCN(CCCCC(=O)c3ccc(F)cc3)CC2)c1. As a reaction SMILES: [CH3:15][CH:16]([C:17](=[O:18])[NH:19][c:20]1[cH:21][c:22]([CH:26]2[CH2:27][CH2:28][NH:29][CH2:30][CH2:31]2)[cH:23][cH:24][cH:25]1)[CH3:32].[Cl:1][CH2:2][CH2:3][CH2:4][CH2:5][C:6](=[O:7])[c:8]1[cH:9][cH:10][c:11]([F:14])[cH:12][cH:13]1>>[CH2:2]([CH2:3][CH2:4][CH2:5][C:6](=[O:7])[c:8]1[cH:9][cH:10][c:11]([F:14])[cH:12][cH:13]1)[N:29]1[CH2:28][CH2:27][CH:26]([c:22]2[cH:21][c:20]([NH:19][C:17]([CH:16]([CH3:15])[CH3:32])=[O:18])[cH:25][cH:24][cH:23]2)[CH2:31][CH2:30]1. Starting materials: COc1ncc(Br)c(OC)n1, Cn1cc(B2OC(C)(C)C(C)(C)O2)cn1, COCCOC, [Na+], O=C([O-])O, O. The product is COc1ncc(-c2cnn(C)c2)c(OC)n1. Reaction SMILES: [Br:1][c:2]1[c:3]([O:10][CH3:11])[n:4][c:5]([O:8][CH3:9])[n:6][cH:7]1.[CH3:12][n:13]1[n:14][cH:15][c:16]([B:18]2[O:19][C:20]([CH3:21])([CH3:22])[C:23]([CH3:24])([CH3:25])[O:26]2)[cH:17]1.[CH3:32][O:33][CH2:34][CH2:35][O:36][CH3:37].[Na+:31].[O-:27][C:28]([OH:29])=[O:30].[OH2:38]>>[c:2]1(-[c:16]2[cH:15][n:14][n:13]([CH3:12])[cH:17]2)[c:3]([O:10][CH3:11])[n:4][c:5]([O:8][CH3:9])[n:6][cH:7]1. Reactants: OC1=CC=C(C=C1)CCCCN1C=NC=C1 (1-[4-(4-hydroxyphenyl)butyl]imidazole), ClCC=1C=CC2=C(N=C(O2)C=2SC=CC2)C1 (5-chloromethyl-2-(2-thienyl)benzoxazole). The product is N1(C=NC=C1)CCCCC1=CC=C(OCC=2C=CC3=C(N=C(O3)C=3SC=CC3)C2)C=C1 (5-[4-[4-(1-imidazolyl)butyl]phenoxymethyl]-2-(2-thienyl)benzoxazole). Yield: 81.0%. RXN SMILES: [OH:1][C:2]1[CH:7]=[CH:6][C:5]([CH2:8][CH2:9][CH2:10][CH2:11][N:12]2[CH:16]=[CH:15][N:14]=[CH:13]2)=[CH:4][CH:3]=1.Cl[CH2:18][C:19]1[CH:20]=[CH:21][C:22]2[O:26][C:25]([C:27]3[S:28][CH:29]=[CH:30][CH:31]=3)=[N:24][C:23]=2[CH:32]=1>>[N:12]1([CH2:11][CH2:10][CH2:9][CH2:8][C:5]2[CH:6]=[CH:7][C:2]([O:1][CH2:18][C:19]3[CH:20]=[CH:21][C:22]4[O:26][C:25]([C:27]5[S:28][CH:29]=[CH:30][CH:31]=5)=[N:24][C:23]=4[CH:32]=3)=[CH:3][CH:4]=2)[CH:16]=[CH:15][N:14]=[CH:13]1. Procedure details: In substantially the same manner as in Working Example 72, 1-[4-(4-hydroxyphenyl)butyl]imidazole was allowed to react with 5-chloromethyl-2-(2-thienyl)benzoxazole to give 5-[4-[4-(1-imidazolyl)butyl]phenoxymethyl]-2-(2-thienyl)benzoxazole. The yield was 81%. Recrystallization from ethyl acetate-hexane gave colorless prisms, mp 130-131° C. Reactants: CCOC(=O)C(C)(CC)CCCCOc1cc(-c2ccccc2)cc(-c2ccccc2)n1, CCO, [K+], [OH-], O. Yields the product CCC(C)(CCCCOc1cc(-c2ccccc2)cc(-c2ccccc2)n1)C(=O)O. RXN SMILES: [CH2:1]([CH3:2])[C:3]([C:4](=[O:5])[O:6][CH2:7][CH3:8])([CH2:9][CH2:10][CH2:11][CH2:12][O:13][c:14]1[n:15][c:16](-[c:26]2[cH:27][cH:28][cH:29][cH:30][cH:31]2)[cH:17][c:18](-[c:20]2[cH:21][cH:22][cH:23][cH:24][cH:25]2)[cH:19]1)[CH3:32].[CH3:36][CH2:37][OH:38].[K+:34].[OH-:33].[OH2:35]>>[CH2:1]([CH3:2])[C:3]([C:4](=[O:5])[OH:6])([CH2:9][CH2:10][CH2:11][CH2:12][O:13][c:14]1[n:15][c:16](-[c:26]2[cH:27][cH:28][cH:29][cH:30][cH:31]2)[cH:17][c:18](-[c:20]2[cH:21][cH:22][cH:23][cH:24][cH:25]2)[cH:19]1)[CH3:32]. Reactants: FC(C1=CC=C(C=C1)/C=C/C(=O)OCC1=C(C=CC(=C1)[N+](=O)[O-])C1=C(C=C(C=C1)[N+](=O)[O-])COC(\C=C\C1=CC=C(C=C1)C(OC1=CC=C(C=C1)OCCCC(F)(F)F)(F)F)=O)(OC1=CC=C(C=C1)OCCCC(F)(F)F)F ([4,4′-dinitro-2′-({[(2E)-3-(4-{difluoro[4-(4,4,4-trifluorobutoxy)-phenoxy]-methyl}phenyl)prop-2-enoyl]oxy}methyl)-1,1′-biphenyl-2-yl]methyl (2E)-3-(4-{difluoro[4-(4,4,4-trifluorobutoxy)phenoxy]methyl}phenyl)prop-2-enoate), ferric chloride hexahydrate. The reagents and catalysts are [Zn] (zinc). Run in CN(C=O)C (N,N-dimethylformamide), O (water). Yields the product FC(C1=CC=C(C=C1)/C=C/C(=O)OCC1=C(C=CC(=C1)N)C1=C(C=C(C=C1)N)COC(\C=C\C1=CC=C(C=C1)C(OC1=CC=C(C=C1)OCCCC(F)(F)F)(F)F)=O)(OC1=CC=C(C=C1)OCCCC(F)(F)F)F ([4,4′-diamino-2′-({[(2E)-3-(4-{difluoro[4-(4,4,4-tri-fluorobutoxy)phenoxy]methyl}phenyl)prop-2-enoyl]oxy}methyl)-1,1′-biphenyl-2-yl]methyl (2E)-3-(4-{difluoro[4-(4,4,4-trifluorobutoxy)phenoxy]methyl}phenyl)prop-2-enoate). The yield is 87.0%. RXN SMILES: [F:1][C:2]([F:78])([O:63][C:64]1[CH:69]=[CH:68][C:67]([O:70][CH2:71][CH2:72][CH2:73][C:74]([F:77])([F:76])[F:75])=[CH:66][CH:65]=1)[C:3]1[CH:8]=[CH:7][C:6](/[CH:9]=[CH:10]/[C:11]([O:13][CH2:14][C:15]2[CH:20]=[C:19]([N+:21]([O-])=O)[CH:18]=[CH:17][C:16]=2[C:24]2[CH:29]=[CH:28][C:27]([N+:30]([O-])=O)=[CH:26][C:25]=2[CH2:33][O:34][C:35](=[O:62])/[CH:36]=[CH:37]/[C:38]2[CH:43]=[CH:42][C:41]([C:44]([F:61])([F:60])[O:45][C:46]3[CH:51]=[CH:50][C:49]([O:52][CH2:53][CH2:54][CH2:55][C:56]([F:59])([F:58])[F:57])=[CH:48][CH:47]=3)=[CH:40][CH:39]=2)=[O:12])=[CH:5][CH:4]=1>CN(C)C=O.O.[Zn]>[F:1][C:2]([F:78])([O:63][C:64]1[CH:69]=[CH:68][C:67]([O:70][CH2:71][CH2:72][CH2:73][C:74]([F:76])([F:77])[F:75])=[CH:66][CH:65]=1)[C:3]1[CH:4]=[CH:5][C:6](/[CH:9]=[CH:10]/[C:11]([O:13][CH2:14][C:15]2[CH:20]=[C:19]([NH2:21])[CH:18]=[CH:17][C:16]=2[C:24]2[CH:29]=[CH:28][C:27]([NH2:30])=[CH:26][C:25]=2[CH2:33][O:34][C:35](=[O:62])/[CH:36]=[CH:37]/[C:38]2[CH:39]=[CH:40][C:41]([C:44]([F:61])([F:60])[O:45][C:46]3[CH:51]=[CH:50][C:49]([O:52][CH2:53][CH2:54][CH2:55][C:56]([F:57])([F:58])[F:59])=[CH:48][CH:47]=3)=[CH:42][CH:43]=2)=[O:12])=[CH:7][CH:8]=1. Procedure details: 9.22 g (8.38 mmol) of [4,4′-dinitro-2′-({[(2E)-3-(4-{difluoro[4-(4,4,4-trifluorobutoxy)-phenoxy]-methyl}phenyl)prop-2-enoyl]oxy}methyl)-1,1′-biphenyl-2-yl]methyl (2E)-3-(4-{difluoro[4-(4,4,4-trifluorobutoxy)phenoxy]methyl}phenyl)prop-2-enoate are dissolved in a mixture of 54 mL of N,N-dimethylformamide and 6 mL water. 13.9 g (51.4 mmol) ferric chloride hexahydrate are added. 5.60 g (85.7 mmol) zinc powder is added portion wise within 60 minutes. The mixture is allowed to react for 2 hours. The r...